Dataset: the Open Reaction Database (ORD), a public repository of structured organic reaction records. Task: describe an organic reaction: reactants, conditions, products, and yield Starting materials: O (water), BrC1=C(C(C=O)=CC=C1)O (3-bromo-salicylaldehyde), ClCC(C)=O (chloroacetone), C(=O)([O-])[O-].[Cs+].[Cs+] (Cs2CO3). Solvent: CN(C)C=O (DMF). Reaction conditions: temperature 60 celsius. The product is C(C)(=O)C1=CC2=C(O1)C(=CC=C2)Br (2-acetyl-7-bromo benzo[b]furan). RXN SMILES: [Br:1][C:2]1[CH:9]=[CH:8][CH:7]=[C:4]([CH:5]=O)[C:3]=1[OH:10].Cl[CH2:12][C:13](=[O:15])[CH3:14].C([O-])([O-])=O.[Cs+].[Cs+].O>CN(C=O)C>[C:13]([C:14]1[O:10][C:3]2[C:2]([Br:1])=[CH:9][CH:8]=[CH:7][C:4]=2[CH:5]=1)(=[O:15])[CH3:12] |f:2.3.4|. Reported procedure: A mixture of 5.0 g (24.9 mmol) of 3-bromo-salicylaldehyde, 3.0 g (32.3 mmol, 2.6 mL) of chloroacetone and 12 g (37.2 mmol) of Cs2CO3 in 30 mL of dry DMF was heated to 60° C. overnight. After cooling at room temperature, water (100 mL) was added and the mixture was extracted with ethyl acetate. The organic layer was dried over MgSO4 and the solvents were removed under reduced pressure. The crude product was directly recrystallized from hexane to afford 2-acetyl-7-bromo benzo[b]furan as a pale ora... Starting materials: N1C(CC=2C1=CN=CC2)=O (1H-pyrrolo[2,3-c]pyridin-2(3H)-one), ClC1=[N+](C=C(C=C1)CN1CCOCC1)[O-] (2-chloro-5-(morpholinomethyl)pyridine 1-oxide). Yields the product O1CCN(CC1)CC=1C=CC(=NC1)C1=C(NC2=CN=CC=C21)O (3-(5-(Morpholinomethyl)-pyridin-2-yl)-1H-pyrrolo[2,3-c]pyridin-2-ol). Isolated yield 14.0%. RXN SMILES: [NH:1]1[C:5]2=[CH:6][N:7]=[CH:8][CH:9]=[C:4]2[CH2:3][C:2]1=[O:10].Cl[C:12]1[CH:17]=[CH:16][C:15]([CH2:18][N:19]2[CH2:24][CH2:23][O:22][CH2:21][CH2:20]2)=[CH:14][N+:13]=1[O-]>>[O:22]1[CH2:23][CH2:24][N:19]([CH2:18][C:15]2[CH:16]=[CH:17][C:12]([C:3]3[C:4]4[C:5](=[CH:6][N:7]=[CH:8][CH:9]=4)[NH:1][C:2]=3[OH:10])=[N:13][CH:14]=2)[CH2:20][CH2:21]1. Procedure details: Prepared as described in examples 2.2 and 2.3 starting from 352 mg (2.62 mmol) of 1H-pyrrolo[2,3-c]pyridin-2(3H)-one and 500 mg (2.19 mmol of 2-chloro-5-(morpholinomethyl)pyridine 1-oxide). Amount 33 mg. Yield 14%. The reactants are O (H2O), BrBr (Bromine), C1=CC=CC=2OC3=C(C21)C=CC=C3 (dibenzofuran). Run in C(C)(=O)O (acetic acid), C(C)(=O)O (acetic acid). Conditions: temperature 50 celsius, time 4 hour. The product is BrC1=CC2=C(OC3=C2C=CC=C3)C=C1 (2-Bromodibenzofuran). Isolated yield 13.0%. Reaction SMILES: [Br:1]Br.[CH:3]1[C:11]2[C:10]3[CH:12]=[CH:13][CH:14]=[CH:15][C:9]=3[O:8][C:7]=2[CH:6]=[CH:5][CH:4]=1.O>C(O)(=O)C>[Br:1][C:4]1[CH:5]=[CH:6][C:7]2[O:8][C:9]3[CH:15]=[CH:14][CH:13]=[CH:12][C:10]=3[C:11]=2[CH:3]=1. Reported procedure: Bromine (23.8 g, 0.156 mol) in acetic acid (5 g) is added at 50° C. to a solution of dibenzofuran (25 g, 0.149 mol) in acetic acid (230 g). The mixture is then stirred at 50° C. for 4 hours. The reaction mixture is cooled to room temperature and poured into H2O. The orange solid is washed with Na2S2O3 aq. and H2O. The crude product is then purified by recrystallization from toluene/CH2Cl2, wherein the pure product is obtained as a white solid (13% yield). The reactants are C([O-])([O-])=O.[K+].[K+] (potassium carbonate), COC=1C=C(C=CC1)C1(C=CCCC1)CCNC (1-(m-methoxyphenyl)-N-methyl-2-cyclohexene-1-ethylamine), C(C=C)Br (allyl bromide). The solvent is CC(=O)C (acetone). Product: C(C=C)N(CCC1(C=CCCC1)C1=CC(=CC=C1)OC)C (rac. N-allyl-1-(m-methoxyphenyl)-N-methyl-2-cyclohexene-1-ethylamine). As a reaction SMILES: [CH3:1][O:2][C:3]1[CH:4]=[C:5]([C:9]2([CH2:15][CH2:16][NH:17][CH3:18])[CH2:14][CH2:13][CH2:12][CH:11]=[CH:10]2)[CH:6]=[CH:7][CH:8]=1.C(=O)([O-])[O-].[K+].[K+].[CH2:25](Br)[CH:26]=[CH2:27]>CC(C)=O>[CH2:25]([N:17]([CH3:18])[CH2:16][CH2:15][C:9]1([C:5]2[CH:6]=[CH:7][CH:8]=[C:3]([O:2][CH3:1])[CH:4]=2)[CH2:14][CH2:13][CH2:12][CH:11]=[CH:10]1)[CH:26]=[CH2:27] |f:1.2.3|. Procedure details: 4.9 g of 1-(m-methoxyphenyl)-N-methyl-2-cyclohexene-1-ethylamine are dissolved in 50 ml of acetone. Thereupon, 3.5 g of potassium carbonate are added, 1.8 ml of allyl bromide are slowly added dropwise while stirring, and the mixture is stirred overnight. Subsequently, the precipitate is removed by filtration, and the filtrate is evaporated, and rac. N-allyl-1-(m-methoxyphenyl)-N-methyl-2-cyclohexene-1-ethylamine remains as the residue. The hydrochloride of this compound melts at 114°-116° C. (af... The reactants are C(C)(C)(C)OC(=O)N1CC(C1)(N1C=CC2=CC=3OCC4=NNC([C@H](N4C3C=C21)C)=O)C (3-methyl-3-((R)-1-methyl-2-oxo-1,2,3,5-tetrahydro-6-oxa-3,4,10,11b-tetraaza-cyclopenta[b]phenanthren-10-yl)-azetidine-1-carboxylic acid tert-butyl ester), Cl (HCl). Conditions: time 30 minute. The product is Cl.C[C@H]1N2C=3C=C4C(=CC3OCC2=NNC1=O)C=CN4C4(CNC4)C ((R)-1-Methyl-10-(3-methyl-azetidin-3-yl)-3,5-dihydro-10H-6-oxa-3,4,10,11b-tetraaza-cyclopenta[b]phenanthren-2-one hydrochloride). Isolated yield 85.0%. Reaction SMILES: C(OC([N:8]1[CH2:11][C:10]([CH3:31])([N:12]2[C:28]3[C:15](=[CH:16][C:17]4[O:18][CH2:19][C:20]5[N:25]([C:26]=4[CH:27]=3)[C@H:24]([CH3:29])[C:23](=[O:30])[NH:22][N:21]=5)[CH:14]=[CH:13]2)[CH2:9]1)=O)(C)(C)C.[ClH:32]>>[ClH:32].[CH3:29][C@@H:24]1[C:23](=[O:30])[NH:22][N:21]=[C:20]2[N:25]1[C:26]1[CH:27]=[C:28]3[N:12]([C:10]4([CH3:31])[CH2:9][NH:8][CH2:11]4)[CH:13]=[CH:14][C:15]3=[CH:16][C:17]=1[O:18][CH2:19]2 |f:2.3|. Procedure details: To a solution of HCl (4M in EtOAc, 40 mL) was added 3-methyl-3-((R)-1-methyl-2-oxo-1,2,3,5-tetrahydro-6-oxa-3,4,10,11b-tetraaza-cyclopenta[b]phenanthren-10-yl)-azetidine-1-carboxylic acid tert-butyl ester (4 g, 9.4 mmol) at 0° C. and the reaction mixture was stirred for 30 min. The resulting precipitate was collected by filtration and recrystallized in EtOH to give (R)-1-Methyl-10-(3-methyl-azetidin-3-yl)-3,5-dihydro-10H-6-oxa-3,4,10,11b-tetraaza-cyclopenta[b]phenanthren-2-one hydrochloride (2.6... The reactants are Cn1ncc(NC(=O)c2nc(Br)sc2NC(=O)OC(C)(C)C)c1N1CCC(F)C(NC(=O)OC(C)(C)C)CC1, O=C([O-])[O-], Cc1ccncc1B(O)O, CC#N, [K+], [Na+], [Na+], CC(=O)[O-]. The product is Cc1ccncc1-c1nc(C(=O)Nc2cnn(C)c2N2CCC(F)C(NC(=O)OC(C)(C)C)CC2)c(NC(=O)OC(C)(C)C)s1. RXN SMILES: [Br:1][c:2]1[s:3][c:4]([NH:32][C:33]([O:34][C:35]([CH3:36])([CH3:37])[CH3:38])=[O:39])[c:5]([C:7]([NH:8][c:9]2[cH:10][n:11][n:12]([CH3:30])[c:13]2[N:14]2[CH2:15][CH2:16][CH:17]([NH:22][C:23](=[O:24])[O:25][C:26]([CH3:27])([CH3:28])[CH3:29])[CH:18]([F:21])[CH2:19][CH2:20]2)=[O:31])[n:6]1.[C:55](=[O:56])([O-:57])[O-:58].[CH3:40][c:41]1[c:42]([B:47]([OH:48])[OH:49])[cH:43][n:44][cH:45][cH:46]1.[CH3:61][C:62]#[N:63].[K+:54].[Na+:59].[Na+:60].[O-:50][C:51]([CH3:52])=[O:53]>>[c:2]1(-[c:42]2[c:41]([CH3:40])[cH:46][cH:45][n:44][cH:43]2)[s:3][c:4]([NH:32][C:33]([O:34][C:35]([CH3:36])([CH3:37])[CH3:38])=[O:39])[c:5]([C:7]([NH:8][c:9]2[cH:10][n:11][n:12]([CH3:30])[c:13]2[N:14]2[CH2:15][CH2:16][CH:17]([NH:22][C:23](=[O:24])[O:25][C:26]([CH3:27])([CH3:28])[CH3:29])[CH:18]([F:21])[CH2:19][CH2:20]2)=[O:31])[n:6]1. The reactants are CC=1NC(=C(C(C1C(=O)O)C1=CC(=CC=C1)[N+](=O)[O-])C(=O)OC)C (1,4-dihydro-2,6-dimethyl-5-methoxycarbonyl-4-(3-nitrophenyl)pyridine-3-carboxylic acid), N1C(=NC=C1)CC1=C(C=CC=C1)/C=C/CO ((E)-3-{2-(1-imidazolylmethyl)phenyl}-2-propen-1-ol), C1(CCCCC1)N=C=NC1CCCCC1 (dicyclohexylcarbodiimide), 4-N,N-dimethylaminopyridine. Run in C1(=CC=CC=C1)C (toluene). The product is CC=1NC(=C(C(C1C(=O)OC\C=C\C1=C(C=CC=C1)CC=1NC=CN1)C1=CC(=CC=C1)[N+](=O)[O-])C(=O)OC)C ((E)-3-[2-(1-imidazolylmethyl)phenyl]-2-propen-1-yl methyl 1,4-dihydro-2,6-dimethyl-4-(3-nitrophenyl)pyridine-3,5-dicarboxylate). RXN SMILES: [CH3:1][C:2]1[NH:3][C:4]([CH3:24])=[C:5]([C:20]([O:22][CH3:23])=[O:21])[CH:6]([C:11]2[CH:16]=[CH:15][CH:14]=[C:13]([N+:17]([O-:19])=[O:18])[CH:12]=2)[C:7]=1[C:8]([OH:10])=[O:9].[NH:25]1[CH:29]=[CH:28][N:27]=[C:26]1[CH2:30][C:31]1[CH:36]=[CH:35][CH:34]=[CH:33][C:32]=1/[CH:37]=[CH:38]/[CH2:39]O.C1(N=C=NC2CCCCC2)CCCCC1>C1(C)C=CC=CC=1>[CH3:1][C:2]1[NH:3][C:4]([CH3:24])=[C:5]([C:20]([O:22][CH3:23])=[O:21])[CH:6]([C:11]2[CH:16]=[CH:15][CH:14]=[C:13]([N+:17]([O-:19])=[O:18])[CH:12]=2)[C:7]=1[C:8]([O:10][CH2:39]/[CH:38]=[CH:37]/[C:32]1[CH:33]=[CH:34][CH:35]=[CH:36][C:31]=1[CH2:30][C:26]1[NH:27][CH:28]=[CH:29][N:25]=1)=[O:9]. Reported procedure: 332 mg (1 mM) of 1,4-dihydro-2,6-dimethyl-5-methoxycarbonyl-4-(3-nitrophenyl)pyridine-3-carboxylic acid together with 215 mg (1 mM) of (E)-3-{2-(1-imidazolylmethyl)phenyl}-2-propen-1-ol, 248 mg (1.2 mM) of dicyclohexylcarbodiimide and 134 mg (1.1 mM) of 4-N,N-dimethylaminopyridine were dissolved in 5 ml of toluene, while heating, and refluxed for six hours. The solution was cooled to room temperature, and the crystals produced were filtered off. The filtrate was washed with water and dried over ... Starting materials: CO.ClCCl (methanol dichloromethane), O.Cl.Cl.C1(OCCC2=CC=CC=C12)CCN1CCN(CC1)C1=C(C=CC=C1)OC (1-[2-(Isochroman-1-yl)ethyl]-4-(2-methoxyphenyl)piperazine dihydrochloride monohydrate). Yields the product Cl.Cl.C1(OCCC2=CC=CC=C12)CCN1CCN(CC1)C1=CC(=CC=C1)OC (1-[2-(Isochroman-1-yl)ethyl]-4-(3-methoxyphenyl)piperazine dihydrochloride). As a reaction SMILES: [OH2:1].[ClH:2].Cl.[CH:4]1([CH2:14][CH2:15][N:16]2[CH2:21][CH2:20][N:19]([C:22]3[CH:27]=C[CH:25]=[CH:24][C:23]=3OC)[CH2:18][CH2:17]2)[C:13]2[C:8](=[CH:9][CH:10]=[CH:11][CH:12]=2)[CH2:7][CH2:6]O1.[CH3:30][OH:31].[Cl:32][CH2:33]Cl>>[ClH:32].[ClH:2].[CH:4]1([CH2:14][CH2:15][N:16]2[CH2:21][CH2:20][N:19]([C:22]3[CH:23]=[CH:24][CH:25]=[C:30]([O:31][CH3:33])[CH:27]=3)[CH2:18][CH2:17]2)[C:13]2[C:8](=[CH:9][CH:10]=[CH:11][CH:12]=2)[CH2:7][CH2:6][O:1]1 |f:0.1.2.3,4.5,6.7.8|. Procedure: Following the general procedure of EXAMPLE 1 and making non-critical variations but using 1-(3-methoxyphenyl)piperazine dihydrochloride (XI, 0.5173 g, 1.95 mmol) in place of 1-(2-chlorophenyl)piperazine dihydrochloride (XI), the title compound is obtained (chromatography using methanol/dichloromethane, 1/99), mp 189.5-193°; MS (m/z) 352; IR (mineral oil) 2373, 1460, 1512, 1048, 748 and 1291 cm-1. The product is O=CNCCc1ccccc1. As a reaction SMILES: [CH:10](=[O:11])[OH:12].[c:1]1([CH2:7][CH2:8][NH2:9])[cH:2][cH:3][cH:4][cH:5][cH:6]1>>[c:1]1([CH2:7][CH2:8][NH:9][CH:10]=[O:11])[cH:2][cH:3][cH:4][cH:5][cH:6]1. Starting materials: O=CO, NCCc1ccccc1.